This data is from the Open Reaction Database (ORD), a public repository of structured organic reaction records. The task is: describe an organic reaction: reactants, conditions, products, and yield Starting materials: CO (methanol), COC(C(CC(C)C)Br)=O (2-bromo-4-methyl valeric acid methyl ester), [O-]C#N.[K+] (potassium cyanate), CO (methanol), [O-]C#N.[K+] (potassium cyanate). Product: COC(C(CC(C)C)NC(=O)OC)=O (2-methoxycarbonylamino-4-methyl valeric acid methyl ester). The yield is 66.0%. Reaction SMILES: [CH3:1][O:2][C:3](=[O:10])[CH:4](Br)[CH2:5][CH:6]([CH3:8])[CH3:7].[O-:11][C:12]#[N:13].[K+].[CH3:15][OH:16]>>[CH3:1][O:2][C:3](=[O:10])[CH:4]([NH:13][C:12]([O:16][CH3:15])=[O:11])[CH2:5][CH:6]([CH3:8])[CH3:7] |f:1.2|. Reported procedure: 14.64 grams of 2-bromo-4-methyl valeric acid methyl ester were brought to reaction with potassium cyanate and methanol in the manner described in Example 1 (using the same amounts of potassium cyanate and methanol as in Example 1 ), reaction time 1 hour and then worked up. There were obtained 9.39 grams (66%) of 2-methoxycarbonylamino-4-methyl valeric acid methyl ester with a boiling point of 100° C./0.0013 mbar. Reactants: [N+](=O)([O-])C=1C=NC2=CC=CC=C2C1Cl (3-nitro-4-chloroquinoline), N (ammonia). The solvent is C1(=CC=CC=C1)C (toluene), C(CC)O (propanol). Reaction conditions: temperature 70 celsius. Product: [N+](=O)([O-])C=1C=NC2=CC=CC=C2C1N (3-nitro-4-aminoquinoline). RXN SMILES: [NH3:1].[N+:2]([C:5]1[CH:6]=[N:7][C:8]2[C:13]([C:14]=1Cl)=[CH:12][CH:11]=[CH:10][CH:9]=2)([O-:4])=[O:3]>C1(C)C=CC=CC=1.C(O)CC>[N+:2]([C:5]1[CH:6]=[N:7][C:8]2[C:13]([C:14]=1[NH2:1])=[CH:12][CH:11]=[CH:10][CH:9]=2)([O-:4])=[O:3]. Reported procedure: Compound 7 was prepared as described elsewhere [Van Galen, P. J. M. et. al. (1991) ibid.]. In brief, ammonia gas was passed, while stirring, through a solution of 3-nitro-4-chloroquinoline 6 (7.0 g, 30 mmol) in toluene (95 ml) and propanol (15 ml) till the product was formed. During the course of the reaction, the temperature was gradually raised till 70° C. After cooling, the solid was separated by filtration and washed successfully with toluene/2-propanol (70:30), ether and cold water until Cl... Reactants: COC(=O)C=1SC=CC1NC(C(F)(F)F)=O (3-(2,2,2-Trifluoroacetylamino)thiophene-2-carboxylic acid methyl ester), COCNC(=O)C1CCCC1 (cyclopentanecarboxylic acid methoxymethylamide). Yields the product COC(=O)C=1SC(=CC1NC(C(F)(F)F)=O)C(=O)C1CCCC1 (5-Cyclopentanecarbonyl-3-(2,2,2-trifluoroacetylamino)thiophene-2-carboxylic acid methyl ester). RXN SMILES: [CH3:1][O:2][C:3]([C:5]1[S:6][CH:7]=[CH:8][C:9]=1[NH:10][C:11](=[O:16])[C:12]([F:15])([F:14])[F:13])=[O:4].COCN[C:21]([CH:23]1[CH2:27][CH2:26][CH2:25][CH2:24]1)=[O:22]>>[CH3:1][O:2][C:3]([C:5]1[S:6][C:7]([C:21]([CH:23]2[CH2:27][CH2:26][CH2:25][CH2:24]2)=[O:22])=[CH:8][C:9]=1[NH:10][C:11](=[O:16])[C:12]([F:13])([F:14])[F:15])=[O:4]. Procedure: 3-(2,2,2-Trifluoroacetylamino)thiophene-2-carboxylic acid methyl ester and cyclopentanecarboxylic acid methoxymethylamide were reacted by method Z. The product with the molecular weight of 349.33 (C15H17F2NO4S) was obtained in this way; MS (ESI): 350 (M+H+). The reactants are C(C(=O)C)(=O)OCC (ethyl pyruvate), ClC1=CC=C(C=C1)NC=1C(=CC(=CC1)C(C)=O)N (N-(4-chlorophenyl)-4-acetylbenzene-1,2-diamine). The product is ClC1=CC=C(C=C1)N1C(C(=NC2=CC(=CC=C12)C(C)=O)C)=O (1-(4-Chlorophenyl)1,2-dihydro-3-methyl-6-acetyl-quinoxalin-2-one). RXN SMILES: [C:1](OCC)(=[O:5])[C:2]([CH3:4])=O.[Cl:9][C:10]1[CH:15]=[CH:14][C:13]([NH:16][C:17]2[C:18]([NH2:26])=[CH:19][C:20]([C:23](=[O:25])[CH3:24])=[CH:21][CH:22]=2)=[CH:12][CH:11]=1>>[Cl:9][C:10]1[CH:11]=[CH:12][C:13]([N:16]2[C:17]3[C:18](=[CH:19][C:20]([C:23](=[O:25])[CH3:24])=[CH:21][CH:22]=3)[N:26]=[C:2]([CH3:4])[C:1]2=[O:5])=[CH:14][CH:15]=1. Procedure details: Preparation as in Example 1 but using ethyl pyruvate and N-(4-chlorophenyl)-4-acetylbenzene-1,2-diamine. Starting materials: COc1ccc(Br)cc1, C1COCCN1, ClC(Cl)Cl, NP, O=C(C=Cc1ccccc1)C=Cc1ccccc1, O=C(C=Cc1ccccc1)C=Cc1ccccc1, O=C(C=Cc1ccccc1)C=Cc1ccccc1, [Pd], [Pd]. Yields the product COc1ccc(N2CCOCC2)cc1. As a reaction SMILES: [Br:1][c:2]1[cH:3][cH:4][c:5]([O:8][CH3:9])[cH:6][cH:7]1.[CH2:10]1[CH2:11][O:12][CH2:13][CH2:14][NH:15]1.[Cl:74][CH:75]([Cl:76])[Cl:77].[NH2:16][PH2:17].[O:20]=[C:21]([CH:22]=[CH:23][c:24]1[cH:25][cH:26][cH:27][cH:28][cH:29]1)[CH:30]=[CH:31][c:32]1[cH:33][cH:34][cH:35][cH:36][cH:37]1.[O:38]=[C:39]([CH:40]=[CH:41][c:42]1[cH:43][cH:44][cH:45][cH:46][cH:47]1)[CH:48]=[CH:49][c:50]1[cH:51][cH:52][cH:53][cH:54][cH:55]1.[O:56]=[C:57]([CH:58]=[CH:59][c:60]1[cH:61][cH:62][cH:63][cH:64][cH:65]1)[CH:66]=[CH:67][c:68]1[cH:69][cH:70][cH:71][cH:72][cH:73]1.[Pd:18].[Pd:19]>>[c:2]1([N:15]2[CH2:10][CH2:11][O:12][CH2:13][CH2:14]2)[cH:3][cH:4][c:5]([O:8][CH3:9])[cH:6][cH:7]1. The reactants are BrN1C(CCC1=O)=O (N-bromosuccinimide), C(C)(=O)OC1=CC=C(C=C1)C (p-methylphenyl acetate). Reagents/catalysts: C(C1=CC=CC=C1)(=O)OOC(C1=CC=CC=C1)=O (benzoyl peroxide). Run in C(Cl)(Cl)(Cl)Cl (carbon tetrachloride), C(Cl)(Cl)(Cl)Cl (carbon tetrachloride). Conditions: temperature 80 celsius. Product: C(C)(=O)OC1=CC=C(C=C1)CBr (p-Bromomethylphenyl Acetate). The yield is 81.0%. As a reaction SMILES: [C:1]([O:4][C:5]1[CH:10]=[CH:9][C:8]([CH3:11])=[CH:7][CH:6]=1)(=[O:3])[CH3:2].[Br:12]N1C(=O)CCC1=O>C(OOC(=O)C1C=CC=CC=1)(=O)C1C=CC=CC=1.C(Cl)(Cl)(Cl)Cl>[C:1]([O:4][C:5]1[CH:10]=[CH:9][C:8]([CH2:11][Br:12])=[CH:7][CH:6]=1)(=[O:3])[CH3:2]. Reported procedure: Into a reaction flask equipped with a mechanical stirrer, thermometer and reflux apparatus was charged 75 grams (0.5 moles) of p-methylphenyl acetate prepared in Part A, 88 grams (0.5 moles) of N-bromosuccinimide, 300 milliliters of carbon tetrachloride and 1.0 gram of benzoyl peroxide. The resulting reaction mixture was carefully heated to 80° C. with a mantle, at which temperature, slight reflux ensued along with an exothermic reaction. Reflux was carefully maintained for 40 minutes and then 2... The reactants are FC1=C(C=O)C=CC=C1F (2,3-difluorobenzaldehyde), S(O)(O)(=O)=O (sulfuric acid), [N+](=O)(O)[O-] (nitric acid). Run at time 3 hour. Product: FC1=C(C=O)C=C(C=C1F)[N+](=O)[O-] (2,3-Difluoro-5-nitrobenzaldehyde). Isolated yield 35.2%. Reaction SMILES: [F:1][C:2]1[C:9]([F:10])=[CH:8][CH:7]=[CH:6][C:3]=1[CH:4]=[O:5].S(=O)(=O)(O)O.[N+:16]([O-])([OH:18])=[O:17]>>[F:1][C:2]1[C:9]([F:10])=[CH:8][C:7]([N+:16]([O-:18])=[O:17])=[CH:6][C:3]=1[CH:4]=[O:5]. Reported procedure: To a solution of 2,3-difluorobenzaldehyde (2.9 g, 20.41 mmol) in conc. sulfuric acid (18 mL, 324 mmol) at 0° C., was added nitric acid (70%) (3.6 mL, 56.4 mmol) dropwise. The reaction mixture was removed from the ice bath and was stirred at rt for 3 h. The reaction mixture was poured onto ice, then was diluted to ˜350 mL with H2O. The aqueous was extracted with EtOAc (3×). The combined organic phase was washed with sat. NaHCO3 and brine, dried (Na2SO4) and concentrated. The crude product was dis...